describe an organic reaction: reactants, conditions, products, and yield From a dataset of the Open Reaction Database (ORD), a public repository of structured organic reaction records. Starting materials: C(C)(C)(C)OC(=O)NC(C(=O)OCCl)C(C)C (chloromethyl 2-((tert-butoxycarbonyl)amino)-3-methylbutanoate), ClC1=CC=C(C=C1)C=1C=C2C(=NC1)NC=C2C(=O)C=2C(=C(C=CC2F)NS(=O)(=O)CCC)F (N-(3-(5-(4-chlorophenyl)-1H-pyrrolo[2,3-b]pyridine-3-carbonyl)-2,4-difluorophenyl)propane-1-sulfonamide), [OH-].[K+] (KOH). The solvent is CN(C)C=O (DMF), CN(C)C=O (DMF). The product is [C+4].C(C)(C)(C)OC(=O)NC(C(=O)[O-])C(C)C.C(C)(C)(C)OC(=O)NC(C(=O)[O-])C(C)C.C(C)(C)(C)OC(=O)NC(C(=O)[O-])C(C)C.C(C)(C)(C)OC(=O)NC(C(=O)[O-])C(C)C (((tert-butoxycarbonyl)amino)-3-methylbutanoate carbon), solid. The yield is 55.8%. As a reaction SMILES: Cl[C:2]1C=CC(C2C=C3C(C(C4C(F)=C(NS(CCC)(=O)=O)C=CC=4F)=O)=CNC3=NC=2)=CC=1.[OH-].[K+].[C:36]([O:40][C:41]([NH:43][CH:44]([CH:50]([CH3:52])[CH3:51])[C:45]([O:47]CCl)=[O:46])=[O:42])([CH3:39])([CH3:38])[CH3:37]>CN(C=O)C>[C+4:2].[C:36]([O:40][C:41]([NH:43][CH:44]([CH:50]([CH3:52])[CH3:51])[C:45]([O-:47])=[O:46])=[O:42])([CH3:39])([CH3:38])[CH3:37].[C:36]([O:40][C:41]([NH:43][CH:44]([CH:50]([CH3:52])[CH3:51])[C:45]([O-:47])=[O:46])=[O:42])([CH3:39])([CH3:38])[CH3:37].[C:36]([O:40][C:41]([NH:43][CH:44]([CH:50]([CH3:52])[CH3:51])[C:45]([O-:47])=[O:46])=[O:42])([CH3:39])([CH3:38])[CH3:37].[C:36]([O:40][C:41]([NH:43][CH:44]([CH:50]([CH3:52])[CH3:51])[C:45]([O-:47])=[O:46])=[O:42])([CH3:39])([CH3:38])[CH3:37] |f:1.2,5.6.7.8.9|. Reported procedure: The title compound was prepared according to the procedure as described in Example 14 Step 2 using N-(3-(5-(4-chlorophenyl)-1H-pyrrolo[2,3-b]pyridine-3-carbonyl)-2,4-difluorophenyl)propane-1-sulfonamide (0.1 g, 0.2 mmol) in DMF (0.9 mL), KOH (23 mg, 0.4 mmol), a solution of chloromethyl 2-((tert-butoxycarbonyl)amino)-3-methylbutanoate (54 mg, 0.2 mmol) in DMF (100 μL). The title compound was purified by a silica gel column chromatography (PE/EtOAc (v/v)=4/1 to 3/1) and was obtained as a white so... Reactants: FC[C@H]1N(C[C@@H](C1)O)C(=O)OCC1=CC=CC=C1 (benzyl (2S,4R)-2-(fluoromethyl)-4-hydroxypyrrolidine-1-carboxylate), CI (methyl iodide), [H-].[Na+] (sodium hydride). The solvent is C1CCOC1 (THF). Run at time 2 hour. The product is FC[C@H]1N(C[C@@H](C1)OC)C(=O)OCC1=CC=CC=C1 (benzyl (2S,4R)-2-(fluoromethyl)-4-methoxypyrrolidine-1-carboxylate). RXN SMILES: [F:1][CH2:2][C@@H:3]1[CH2:7][C@@H:6]([OH:8])[CH2:5][N:4]1[C:9]([O:11][CH2:12][C:13]1[CH:18]=[CH:17][CH:16]=[CH:15][CH:14]=1)=[O:10].[CH3:19]I.[H-].[Na+]>C1COCC1>[F:1][CH2:2][C@@H:3]1[CH2:7][C@@H:6]([O:8][CH3:19])[CH2:5][N:4]1[C:9]([O:11][CH2:12][C:13]1[CH:18]=[CH:17][CH:16]=[CH:15][CH:14]=1)=[O:10] |f:2.3|. Reported procedure: To a solution of benzyl (2S,4R)-2-(fluoromethyl)-4-hydroxypyrrolidine-1-carboxylate (500 mg, 1.97 mmol) in THF (6.6 mL) at 0° C. was added methyl iodide (0.43 mL, 3.44 mmol) followed by sodium hydride (104 mg, 4.34 mmol). The mixture was stirred for 2 hours at room temperature. The reaction was quenched with ice, and diluted with diethyl ether. The organic layer was washed with water and brine, dried over sodium sulfate, filtered and concentrated under reduced pressure to afford benzyl (2S,4R)-2... The reactants are FC(S(=O)(=O)O)(F)F (Trifluoromethanesulfonic acid), BrC=1C=C(C(=O)O)C=CC1C (3-bromo-4-methylbenzoic acid), C([O-])(O)=O.[Na+] (sodium bicarbonate). Run in CCOCC (ether), CCOCC (ether). Run at temperature -30 celsius, time 6 day. Product: BrC=1C=C(C(=O)OC(C)(C)C)C=CC1C (t-butyl 3-bromo-4-methylbenzoate). Isolated yield 190.0%. Reaction SMILES: [Br:1][C:2]1[CH:3]=[C:4]([CH:8]=[CH:9][C:10]=1[CH3:11])[C:5]([OH:7])=[O:6].FC(F)(F)S(O)(=O)=O.C(=O)(O)[O-].[Na+]>CCOCC>[Br:1][C:2]1[CH:3]=[C:4]([CH:8]=[CH:9][C:10]=1[CH3:11])[C:5]([O:7][C:4]([CH3:8])([CH3:5])[CH3:3])=[O:6] |f:2.3|. Procedure: A mixture of 3-bromo-4-methylbenzoic acid (10.75 g, 50 mmol) in dry ether (50 mL) in a glass bomb was cooled to −30° C. and isobutylene gas was bubbled in to give a total reaction volume of approximately 150 mL. Trifluoromethanesulfonic acid (0.22 g, 2.5 mmol) was added dropwise to the stirred mixture, and the bomb was sealed. The reaction was allowed to warm to RT and was stirred for 6 d. The bomb was opened carefully, and 5% sodium bicarbonate (50 mL) was added slowly. The mixture was allowed ... Reactants: CCN(CC)c1ccccc1, Cc1nc(O)c([N+](=O)[O-])c(O)n1, O=P(Cl)(Cl)Cl. Product: Cc1nc(O)c([N+](=O)[O-])c(Cl)n1. As a reaction SMILES: [CH2:13]([N:14]([CH2:15][CH3:16])[c:17]1[cH:18][cH:19][cH:20][cH:21][cH:22]1)[CH3:23].[OH:1][c:2]1[n:3][c:4]([CH3:12])[n:5][c:6]([OH:11])[c:7]1[N+:8](=[O:9])[O-:10].[P:24]([Cl:25])([Cl:26])([Cl:27])=[O:28]>>[OH:1][c:2]1[n:3][c:4]([CH3:12])[n:5][c:6]([Cl:26])[c:7]1[N+:8](=[O:9])[O-:10]. The reactants are CC(=O)OCC1OC(OC2C(COC(C)=O)OC(OCCBr)C(OC(C)=O)C2OC(C)=O)C(OC(C)=O)C(OC(C)=O)C1OC(C)=O, O=C([O-])[O-], CCCCCCCC[N+](C)(CCCCCCCC)CCCCCCCC, [Cl-], [Cs+], [Cs+], O, COC(=O)CCS, c1ccccc1. The product is COC(=O)CCSCCOC1OC(COC(C)=O)C(OC2OC(COC(C)=O)C(OC(C)=O)C(OC(C)=O)C2OC(C)=O)C(OC(C)=O)C1OC(C)=O. RXN SMILES: [C:1]([CH3:2])(=[O:3])[O:4][CH:5]1[CH:6]([O:7][CH2:8][CH2:9][Br:10])[O:11][CH:12]([CH2:43][O:44][C:45]([CH3:46])=[O:47])[CH:13]([O:19][CH:20]2[CH:21]([O:22][C:23]([CH3:24])=[O:25])[CH:26]([O:27][C:28]([CH3:29])=[O:30])[CH:31]([O:32][C:33]([CH3:34])=[O:35])[CH:36]([CH2:38][O:39][C:40]([CH3:41])=[O:42])[O:37]2)[CH:14]1[O:15][C:16]([CH3:17])=[O:18].[C:55](=[O:56])([O-:57])[O-:58].[CH3:62][N+:63]([CH2:64][CH2:65][CH2:66][CH2:67][CH2:68][CH2:69][CH2:70][CH3:71])([CH2:72][CH2:73][CH2:74][CH2:75][CH2:76][CH2:77][CH2:78][CH3:79])[CH2:80][CH2:81][CH2:82][CH2:83][CH2:84][CH2:85][CH2:86][CH3:87].[Cl-:61].[Cs+:59].[Cs+:60].[OH2:94].[SH:48][CH2:49][CH2:50][C:51](=[O:52])[O:53][CH3:54].[cH:88]1[cH:89][cH:90][cH:91][cH:92][cH:93]1>>[C:1]([CH3:2])(=[O:3])[O:4][CH:5]1[CH:6]([O:7][CH2:8][CH2:9][S:48][CH2:49][CH2:50][C:51](=[O:52])[O:53][CH3:54])[O:11][CH:12]([CH2:43][O:44][C:45]([CH3:46])=[O:47])[CH:13]([O:19][CH:20]2[CH:21]([O:22][C:23]([CH3:24])=[O:25])[CH:26]([O:27][C:28]([CH3:29])=[O:30])[CH:31]([O:32][C:33]([CH3:34])=[O:35])[CH:36]([CH2:38][O:39][C:40]([CH3:41])=[O:42])[O:37]2)[CH:14]1[O:15][C:16]([CH3:17])=[O:18]. The reactants are C(C)(=O)C1C(=O)OC(C1)CC (α-acetyl-γ-ethyl-γ-butyrolactone), S(=O)(=O)(Cl)Cl (sulphuryl chloride), O (water). Run in C1=CC=CC=C1 (benzene). The product is ClC1(C(=O)OC(C1)CC)C(C)=O (α-Chloro-α-acetyl-γ-ethyl-γ-butyrolactone). Reaction SMILES: [C:1]([CH:4]1[CH2:9][CH:8]([CH2:10][CH3:11])[O:7][C:5]1=[O:6])(=[O:3])[CH3:2].S(Cl)([Cl:15])(=O)=O.O>C1C=CC=CC=1>[Cl:15][C:4]1([C:1](=[O:3])[CH3:2])[CH2:9][CH:8]([CH2:10][CH3:11])[O:7][C:5]1=[O:6]. Reported procedure: Into a solution of 58.2 g (0.37 moles) of α-acetyl-γ-ethyl-γ-butyrolactone [prepared according to J. Pharm. Sci. 52, 733 (1963)] in 60 cm3 benzene 50 g of (0.37 moles) of sulphuryl chloride are added dropwise under stirring and cooling in 2 hours, keeping the temperature of the reaction mixture between 5 and 10° C. After completing the addition the reaction mixture is let to warm to room temperature and stirred at this temperature until the gas formation ceases. Then it is poured into 400 cm3 of... Starting materials: C(O)([O-])=O.[Na+] (sodium hydrogen carbonate), ClCC(=O)Cl (chloroacetyl chloride), ClCC(=O)Cl (chloroacetyl chloride), Cl.Cl.NC[C@H]1CN(CCO1)CC1=CC(=C(C=C1)Cl)Cl ((2S)-2-Aminomethyl-4-(3,4-dichlorobenzyl)morpholine dihydrochloride), C(O)([O-])=O.[Na+] (Sodium hydrogen carbonate), O (water). The solvent is COC(C)(C)C (tert-butyl methyl ether). Conditions: time 1.5 hour. Yields the product ClC=1C=C(CN2C[C@@H](OCC2)CNC(CCl)=O)C=CC1Cl ((2S)-N-{[4-(3,4-dichlorobenzyl)morpholin-2-yl]methyl}chloroacetamide). Reaction SMILES: Cl.Cl.[NH2:3][CH2:4][C@@H:5]1[O:10][CH2:9][CH2:8][N:7]([CH2:11][C:12]2[CH:17]=[CH:16][C:15]([Cl:18])=[C:14]([Cl:19])[CH:13]=2)[CH2:6]1.O.C(=O)([O-])O.[Na+].[Cl:26][CH2:27][C:28](Cl)=[O:29]>COC(C)(C)C>[Cl:19][C:14]1[CH:13]=[C:12]([CH:17]=[CH:16][C:15]=1[Cl:18])[CH2:11][N:7]1[CH2:8][CH2:9][O:10][C@@H:5]([CH2:4][NH:3][C:28](=[O:29])[CH2:27][Cl:26])[CH2:6]1 |f:0.1.2,4.5|. Procedure: (2S)-2-Aminomethyl-4-(3,4-dichlorobenzyl)morpholine dihydrochloride (120 g) was dissolved in tert-butyl methyl ether (450 ml), water (450 ml) was added and the mixture was cooled on an ice bath. Sodium hydrogen carbonate (95.56 g) was gradually added and, after the addition, chloroacetyl chloride (29 ml) was added dropwise over about 10 min while maintaining the inside temperature at 15° C. or below. After the completion of the dropwise addition, the mixture was stirred at room temperature for 1... Starting materials: C([O-])([O-])=O.[Li+].[Li+] (lithium carbonate), C1(CC1)[C@]1([C@@H](NCC1)C(C)C)O ((2S,3R)-3-cyclopropyl-2-isopropylpyrrolidin-3-ol), FC1=C(C#N)C=CC(=C1)F (2,4-difluorobenzonitrile). The product is FC1=C(C#N)C=CC(=C1)N1[C@H]([C@@](C[C@H]1C)(C)O)C (2-fluoro-4-[(2S,3S,5R)-3-hydroxy-2,3,5-trimethylpyrrolidin-1-yl]benzonitrile), solid. Isolated yield 57.0%. As a reaction SMILES: [CH:1]1([C@:4]2([OH:12])[CH2:8][CH2:7][NH:6][C@H:5]2[CH:9](C)C)CC1.[F:13][C:14]1[CH:21]=[C:20](F)[CH:19]=[CH:18][C:15]=1[C:16]#[N:17].[C:23](=O)([O-])[O-].[Li+].[Li+]>>[F:13][C:14]1[CH:21]=[C:20]([N:6]2[C@H:7]([CH3:23])[CH2:8][C@@:4]([OH:12])([CH3:1])[C@@H:5]2[CH3:9])[CH:19]=[CH:18][C:15]=1[C:16]#[N:17] |f:2.3.4|. Reported procedure: By an operation in the same manner as in Example 53 and using (2S,3S,5R)-2,3,5-trimethylpyrrolidin-3-ol 0.5 oxalate (93 mg), 2,4-difluorobenzonitrile (120 mg) and lithium carbonate (93 mg), the title compound was obtained as a colorless solid (yield: 76 mg, yield: 57%). The reactants are O=C[C@H](O)[C@@H](O)[C@H](O)[C@H](O)CO (D-glucose), O=C[C@H](O)[C@@H](O)[C@H](O)[C@H](O)CO (D-glucose), O=O (oxygen), glucose-1. Product: C(C1C(C(C(C(=O)O1)O)O)O)O (D-glucono-δ-lactone). Reaction SMILES: [O:1]=[CH:2][C@@H:3]([C@H:5]([C@@H:7]([C@@H:9]([CH2:11][OH:12])[OH:10])[OH:8])[OH:6])[OH:4].O=O>>[CH2:11]([OH:12])[CH:9]1[O:10][C:2](=[O:1])[CH:3]([OH:4])[CH:5]([OH:6])[CH:7]1[OH:8]. Procedure: A process for producing hydrogen peroxide and 2-keto-D-gluconic acid, comprising, reacting D-glucose in aqueous solution with oxygen and glucose-1-oxidase to catalize oxidation of the first carbon of the D-glucose and produce D-glucono-δ-lactone, reacting the D-glucono-δ-lactone in aqueous solution with oxygen and pyranose-2-oxidase to catalyze oxidation of the second carbon of the D-glucono-δ-lactone and produce hydrogen peroxide, 2-keto-D-gluconic acid, and D-isoascorbic acid, and recovering t...